This data is from the Open Reaction Database (ORD), a public repository of structured organic reaction records. The task is: describe an organic reaction: reactants, conditions, products, and yield Starting materials: CCN(C(C)C)C(C)C (DIEA), C(CCC)S(=O)(=O)Cl (butane-1-sulfonyl chloride), NCC=1C(C(=NN1)N)=NNC1=CC(=CC=C1)F (5-aminomethyl-4-[(3-fluorophenyl)hydrazono]-4H-pyrazol-3-ylamine). The solvent is CN(C)C=O (DMF), CN(C)C=O (DMF). Conditions: time 16 hour. Yields the product NC=1C(C(=NN1)CNS(=O)(=O)CCCC)=NNC1=CC(=CC=C1)F (butane-1-sulfonic acid {5-amino-4-[(3-fluorophenyl)hydrazono]-4H-pyrazol-3-ylmethyl}amide). Yield: 21.6%. Reaction SMILES: [NH2:1][CH2:2][C:3]1[C:4](=[N:9][NH:10][C:11]2[CH:16]=[CH:15][CH:14]=[C:13]([F:17])[CH:12]=2)[C:5]([NH2:8])=[N:6][N:7]=1.CCN(C(C)C)C(C)C.[CH2:27]([S:31](Cl)(=[O:33])=[O:32])[CH2:28][CH2:29][CH3:30]>CN(C=O)C>[NH2:8][C:5]1[C:4](=[N:9][NH:10][C:11]2[CH:16]=[CH:15][CH:14]=[C:13]([F:17])[CH:12]=2)[C:3]([CH2:2][NH:1][S:31]([CH2:27][CH2:28][CH2:29][CH3:30])(=[O:33])=[O:32])=[N:7][N:6]=1. Procedure: A solution of 5-aminomethyl-4-[(3-fluorophenyl)hydrazono]-4H-pyrazol-3-ylamine (40 mg, 0.17 mmol) in anhydrous DMF (3 mL) was added to a 10 mL reaction vessel containing PS-DIEA (2.5 eq, 150 mg) and butane-1-sulfonyl chloride (1.1 eq, 0.19 mmol) suspended in anhydrous DMF (3 mL). The reaction mixture was stirred at ambient temperature under argon for approximately 16 hours before it was filtered, washed with DMF (3×5 mL) and concentrated under reduced pressure. The resulting yellow residue was r... The reactants are O=C([O-])[O-], CN(C)CCCl, Cl, [K+], [K+], CN(C)C=O, Cc1cccc2nc(SCc3ccc(C(=O)c4ccc(O)cc4)cc3)n(C)c(=O)c12. The product is Cl, Cc1cccc2nc(SCc3ccc(C(=O)c4ccc(OCCN(C)C)cc4)cc3)n(C)c(=O)c12. RXN SMILES: [C:38](=[O:39])([O-:40])[O-:41].[CH3:32][N:33]([CH2:34][CH2:35][Cl:36])[CH3:37].[ClH:31].[K+:42].[K+:43].[O:44]=[CH:45][N:46]([CH3:47])[CH3:48].[OH:1][c:2]1[cH:3][cH:4][c:5]([C:6](=[O:7])[c:8]2[cH:9][cH:10][c:11]([CH2:12][S:13][c:14]3[n:15][c:16]4[cH:17][cH:18][cH:19][c:20]([CH3:26])[c:21]4[c:22](=[O:25])[n:23]3[CH3:24])[cH:27][cH:28]2)[cH:29][cH:30]1>>[ClH:36].[O:1]([c:2]1[cH:3][cH:4][c:5]([C:6](=[O:7])[c:8]2[cH:9][cH:10][c:11]([CH2:12][S:13][c:14]3[n:15][c:16]4[cH:17][cH:18][cH:19][c:20]([CH3:26])[c:21]4[c:22](=[O:25])[n:23]3[CH3:24])[cH:27][cH:28]2)[cH:29][cH:30]1)[CH2:35][CH2:34][N:33]([CH3:32])[CH3:37]. Reactants: COc1ccc(-c2cccc3[nH]c(C(=O)NC4CCN(Cc5ccccc5)CC4)cc23)cc1, CO, Cl. Product: COc1ccc(-c2cccc3[nH]c(C(=O)NC4CCNCC4)cc23)cc1. RXN SMILES: [CH2:1]([c:2]1[cH:3][cH:4][cH:5][cH:6][cH:7]1)[N:8]1[CH2:9][CH2:10][CH:11]([NH:14][C:15](=[O:16])[c:17]2[nH:18][c:19]3[cH:20][cH:21][cH:22][c:23](-[c:26]4[cH:27][cH:28][c:29]([O:32][CH3:33])[cH:30][cH:31]4)[c:24]3[cH:25]2)[CH2:12][CH2:13]1.[CH3:35][OH:36].[ClH:34]>>[NH:8]1[CH2:9][CH2:10][CH:11]([NH:14][C:15](=[O:16])[c:17]2[nH:18][c:19]3[cH:20][cH:21][cH:22][c:23](-[c:26]4[cH:27][cH:28][c:29]([O:32][CH3:33])[cH:30][cH:31]4)[c:24]3[cH:25]2)[CH2:12][CH2:13]1. Starting materials: BrC=1C=CC(=NC1)NC=1N=NN(C1)COC (5-bromo-N-(1-(methoxymethyl)-1H-1,2,3-triazol-4-yl)pyridine-2-amine), FC=1C=C(C=CC1B1OC(C(O1)(C)C)(C)C)N1C(OC(C1)CO)=O (3-(3-fluoro-4-(4,4,5,5-tetramethyl-1,3,2-dioxaborolan-2-yl)phenyl)-5-(hydroxylmethyl)oxazolidin-2-one), C([O-])([O-])=O.[Na+].[Na+] (sodium carbonate). The reagents and catalysts are O (water), C1=CC=C(C=C1)P([C-]2C=CC=C2)C3=CC=CC=C3.C1=CC=C(C=C1)P([C-]2C=CC=C2)C3=CC=CC=C3.Cl[Pd]Cl.[Fe+2] (PdCl2(dppf)2). Solvent: O1CCOCC1 (dioxane). The product is FC=1C=C(C=CC1C=1C=NC(=CC1)NC=1N=NN(C1)COC)N1C(OC(C1)CO)=O (3-(3-fluoro-4-(6-((1-(methoxymethyl)-1H-1,2,3-triazol-4-yl)amino)pyridin-3-yl)phenyl)-5-(hydroxylmethyl)oxazolidin-2-one). Yield: 152.9%. RXN SMILES: Br[C:2]1[CH:3]=[CH:4][C:5]([NH:8][C:9]2[N:10]=[N:11][N:12]([CH2:14][O:15][CH3:16])[CH:13]=2)=[N:6][CH:7]=1.[F:17][C:18]1[CH:19]=[C:20]([N:33]2[CH2:37][CH:36]([CH2:38][OH:39])[O:35][C:34]2=[O:40])[CH:21]=[CH:22][C:23]=1B1OC(C)(C)C(C)(C)O1.C(=O)([O-])[O-].[Na+].[Na+]>O.C1C=CC(P(C2C=CC=CC=2)[C-]2C=CC=C2)=CC=1.C1C=CC(P(C2C=CC=CC=2)[C-]2C=CC=C2)=CC=1.Cl[Pd]Cl.[Fe+2].O1CCOCC1>[F:17][C:18]1[CH:19]=[C:20]([N:33]2[CH2:37][CH:36]([CH2:38][OH:39])[O:35][C:34]2=[O:40])[CH:21]=[CH:22][C:23]=1[C:2]1[CH:7]=[N:6][C:5]([NH:8][C:9]2[N:10]=[N:11][N:12]([CH2:14][O:15][CH3:16])[CH:13]=2)=[CH:4][CH:3]=1 |f:2.3.4,6.7.8.9|. Reported procedure: 5-bromo-N-(1-(methoxymethyl)-1H-1,2,3-triazol-4-yl)pyridine-2-amine (0.318 g, 1.119 mmol), 3-(3-fluoro-4-(4,4,5,5-tetramethyl-1,3,2-dioxaborolan-2-yl)phenyl)-5-(hydroxylmethyl)oxazolidin-2-one (0.852 g, 2.527 mmol), sodium carbonate (0.357 g, 3.368 mmol), PdCl2(dppf)2 (0.064 g) were added into 20 mL dioxane and 2 drops of water, refluxed and reacted for 18 h under protection of nitrogen, cooled to room temperature, filtered, concentrated, chromatographed on a silica gel column (CH3OH:CH2Cl2=1:25... The reactants are Cl (HCl), Cl.Cl.N[C@H]1[C@@H]2N(C(=C(CS2)CSC2=NN=NN2CCN(C)C)C(=O)O)C1=O (7β-amino-3-[[[1-(2-dimethylaminoethyl)-1H-tetrazol-5-yl]thio]methyl]ceph-3-em-4-carboxylic acid dihydrochloride), C(C)(=O)[O-].[K+] (potassium acetate), CC(CC(=O)OC(C(C)C)I)C (1-iodo-2-methylpropyl 3-methylbutyrate). Run in C(Cl)Cl (methylene chloride), CN(C=O)C (dimethylformamide). Run at temperature 0 celsius. The product is Cl.Cl.N[C@H]1[C@@H]2N(C(=C(CS2)CSC2=NN=NN2CCN(C)C)C(=O)OC(C(C)C)OC(CC(C)C)=O)C1=O (1-(3-methylbutyryloxy)-2-methylpropyl 7β-amino-3-[[[1-(2-dimethylaminoethyl)-1H-tetrazol-5-yl]thio]methyl]ceph-3-em-4-carboxylate dihydrochloride). The yield is 106.0%. Reaction SMILES: [ClH:1].Cl.[NH2:3][C@@H:4]1[C:26](=[O:27])[N:6]2[C:7]([C:23]([OH:25])=[O:24])=[C:8]([CH2:11][S:12][C:13]3[N:17]([CH2:18][CH2:19][N:20]([CH3:22])[CH3:21])[N:16]=[N:15][N:14]=3)[CH2:9][S:10][C@H:5]12.C([O-])(=O)C.[K+].[CH3:33][CH:34]([CH3:44])[CH2:35][C:36]([O:38][CH:39](I)[CH:40]([CH3:42])[CH3:41])=[O:37].Cl>C(Cl)Cl.CN(C)C=O>[ClH:1].[ClH:1].[NH2:3][C@@H:4]1[C:26](=[O:27])[N:6]2[C:7]([C:23]([O:25][CH:39]([O:38][C:36](=[O:37])[CH2:35][CH:34]([CH3:44])[CH3:33])[CH:40]([CH3:42])[CH3:41])=[O:24])=[C:8]([CH2:11][S:12][C:13]3[N:17]([CH2:18][CH2:19][N:20]([CH3:22])[CH3:21])[N:16]=[N:15][N:14]=3)[CH2:9][S:10][C@H:5]12 |f:0.1.2,3.4,9.10.11|. Procedure details: To 60 ml of dimethylformamide solution containing 4.22 g of 7β-amino-3-[[[1-(2-dimethylaminoethyl)-1H-tetrazol-5-yl]thio]methyl]ceph-3-em-4-carboxylic acid dihydrochloride is added 1.67 g of potassium acetate. The mixture is cooled to 0° C. With stirring, 5.0 g of 1-iodo-2-methylpropyl 3-methylbutyrate is added dropwise to the solution, followed by stirring at 0° C. for 5 minutes. The reaction mixture is poured into a mixture of 60 ml of methylene chloride and 60 ml of 0.1N-HCl and the aqueous l... The reactants are N(C(=N)N)C1=CC=C(C(=O)OC2=CC(=CC=C2)C2=NOC(C2)(CC(OC(C)(C)C)=O)CC(=O)OC(C)(C)C)C=C1 (3-(5,5-bis(2-tert-butoxy-2-oxoethyl)-4,5-dihydro-1,2-oxazol-3-yl)phenyl 4-carbamimidamidobenzoate), C(=O)(C(F)(F)F)O (TFA). Conditions: time 2 hour. Product: FC(C(=O)O)(F)F.N(C(=N)N)C1=CC=C(C(=O)OC=2C=C(C=CC2)C2=NOC(C2)(CC(=O)O)CC(=O)O)C=C1 (2,2′-(3-(3-((4-Carbamimidamidobenzoyl)oxy)phenyl)-4,5-dihydro-1,2-oxazole-5,5-diyl)diacetic acid trifluoroacetate). Reaction SMILES: [NH:1]([C:5]1[CH:40]=[CH:39][C:8]([C:9]([O:11][C:12]2[CH:17]=[CH:16][CH:15]=[C:14]([C:18]3[CH2:22][C:21]([CH2:31][C:32]([O:34]C(C)(C)C)=[O:33])([CH2:23][C:24](=[O:30])[O:25]C(C)(C)C)[O:20][N:19]=3)[CH:13]=2)=[O:10])=[CH:7][CH:6]=1)[C:2]([NH2:4])=[NH:3].[C:41]([OH:47])([C:43]([F:46])([F:45])[F:44])=[O:42]>>[F:44][C:43]([F:46])([F:45])[C:41]([OH:47])=[O:42].[NH:1]([C:5]1[CH:6]=[CH:7][C:8]([C:9]([O:11][C:12]2[CH:13]=[C:14]([C:18]3[CH2:22][C:21]([CH2:31][C:32]([OH:34])=[O:33])([CH2:23][C:24]([OH:30])=[O:25])[O:20][N:19]=3)[CH:15]=[CH:16][CH:17]=2)=[O:10])=[CH:39][CH:40]=1)[C:2]([NH2:4])=[NH:3] |f:2.3|. Procedure: A mixture of 3-(5,5-bis(2-tert-butoxy-2-oxoethyl)-4,5-dihydro-1,2-oxazol-3-yl)phenyl 4-carbamimidamidobenzoate (94.1 mg) and TFA (1 mL) was stirred at room temperature for 2 hours. The reaction mixture was concentrated under reduced pressure, and then, the residue was washed with diethyl ether to obtain the title compound (63.3 mg).